This data is from the Open Reaction Database (ORD), a public repository of structured organic reaction records. The task is: describe an organic reaction: reactants, conditions, products, and yield Starting materials: CCO, Cl, [Na+], C1CCOC1, [OH-], O, CCOC(=O)C=Cc1cn(-c2ccccc2)nc1OCc1ccc(OCc2nc(-c3ccco3)oc2C)cc1. Yields the product Cc1oc(-c2ccco2)nc1COc1ccc(COc2nn(-c3ccccc3)cc2C=CC(=O)O)cc1. As a reaction SMILES: [CH3:49][CH2:50][OH:51].[ClH:47].[Na+:46].[O:40]1[CH2:41][CH2:42][CH2:43][CH2:44]1.[OH-:45].[OH2:48].[o:1]1[c:2](-[c:6]2[o:7][c:8]([CH3:39])[c:9]([CH2:11][O:12][c:13]3[cH:14][cH:15][c:16]([CH2:17][O:18][c:19]4[n:20][n:21](-[c:31]5[cH:32][cH:33][cH:34][cH:35][cH:36]5)[cH:22][c:23]4[CH:24]=[CH:25][C:26](=[O:27])[O:28][CH2:29][CH3:30])[cH:37][cH:38]3)[n:10]2)[cH:3][cH:4][cH:5]1>>[o:1]1[c:2](-[c:6]2[o:7][c:8]([CH3:39])[c:9]([CH2:11][O:12][c:13]3[cH:14][cH:15][c:16]([CH2:17][O:18][c:19]4[n:20][n:21](-[c:31]5[cH:32][cH:33][cH:34][cH:35][cH:36]5)[cH:22][c:23]4[CH:24]=[CH:25][C:26](=[O:27])[OH:28])[cH:37][cH:38]3)[n:10]2)[cH:3][cH:4][cH:5]1. Reactants: Cn1c(=O)c2c(nc(C3CCCC(NC(=O)OCc4ccccc4)C3)n2Cc2ccccc2C#N)c2cccnc21, C1CCOC1, CCO. As a reaction SMILES: [CH2:1]([O:2][C:3](=[O:4])[NH:10][CH:11]1[CH2:12][CH:13]([c:17]2[n:18]([CH2:32][c:33]3[c:34]([C:39]#[N:40])[cH:35][cH:36][cH:37][cH:38]3)[c:19]3[c:20]([c:21]4[cH:22][cH:23][cH:24][n:25][c:26]4[n:27]([CH3:30])[c:28]3=[O:29])[n:31]2)[CH2:14][CH2:15][CH2:16]1)[c:5]1[cH:6][cH:7][cH:8][cH:9][cH:41]1.[CH2:45]1[O:46][CH2:47][CH2:48][CH2:49]1.[CH3:42][CH2:43][OH:44]>>[NH2:10][CH:11]1[CH2:12][CH:13]([c:17]2[n:18]([CH2:32][c:33]3[c:34]([C:39]#[N:40])[cH:35][cH:36][cH:37][cH:38]3)[c:19]3[c:20]([c:21]4[cH:22][cH:23][cH:24][n:25][c:26]4[n:27]([CH3:30])[c:28]3=[O:29])[n:31]2)[CH2:14][CH2:15][CH2:16]1. The product is Cn1c(=O)c2c(nc(C3CCCC(N)C3)n2Cc2ccccc2C#N)c2cccnc21. The reactants are CC(C)c1nc(C(=O)N2CCOC3(CCN(CCc4cccc(CCOCCC(=O)OC(C)(C)C)c4)CC3)C2)cs1, ClCCl, O=C(O)C(F)(F)F. The product is CC(C)c1nc(C(=O)N2CCOC3(CCN(CCc4cccc(CCOCCC(=O)O)c4)CC3)C2)cs1. As a reaction SMILES: [CH:1]([CH3:2])([CH3:3])[c:4]1[s:5][cH:6][c:7]([C:9](=[O:10])[N:11]2[CH2:12][CH2:13][O:14][C:15]3([CH2:16]2)[CH2:17][CH2:18][N:19]([CH2:22][CH2:23][c:24]2[cH:25][c:26]([CH2:27][CH2:28][O:29][CH2:30][CH2:31][C:32](=[O:33])[O:34][C:35]([CH3:36])([CH3:37])[CH3:38])[cH:39][cH:40][cH:41]2)[CH2:20][CH2:21]3)[n:8]1.[Cl:49][CH2:50][Cl:51].[OH:42][C:43]([C:44]([F:45])([F:46])[F:47])=[O:48]>>[CH:1]([CH3:2])([CH3:3])[c:4]1[s:5][cH:6][c:7]([C:9](=[O:10])[N:11]2[CH2:12][CH2:13][O:14][C:15]3([CH2:16]2)[CH2:17][CH2:18][N:19]([CH2:22][CH2:23][c:24]2[cH:25][c:26]([CH2:27][CH2:28][O:29][CH2:30][CH2:31][C:32](=[O:33])[OH:34])[cH:39][cH:40][cH:41]2)[CH2:20][CH2:21]3)[n:8]1. Reactants: CCOCC, ClCCl, OCc1cc(-c2ccsc2)on1. Yields the product O=Cc1cc(-c2ccsc2)on1. As a reaction SMILES: [CH3:13][CH2:14][O:15][CH2:16][CH3:17].[Cl:18][CH2:19][Cl:20].[s:1]1[cH:2][c:3](-[c:6]2[cH:7][c:8]([CH2:11][OH:12])[n:9][o:10]2)[cH:4][cH:5]1>>[s:1]1[cH:2][c:3](-[c:6]2[cH:7][c:8]([CH:11]=[O:12])[n:9][o:10]2)[cH:4][cH:5]1. The reactants are C(C)C=1N=CC(=NC1)N1CCC(CC1)O (1-(5-ethyl-pyrazin-2-yl)-piperidin-4-ol), CC(=O)OI1(C=2C=CC=CC2C(=O)O1)(OC(=O)C)OC(=O)C (Dess-Martin periodinane). The solvent is ClCCl (dichloromethane). Product: C(C)C=1N=CC(=NC1)N1CCC(CC1)=O (1-(5-Ethyl-pyrazin-2-yl)-piperidin-4-one). As a reaction SMILES: [CH2:1]([C:3]1[N:4]=[CH:5][C:6]([N:9]2[CH2:14][CH2:13][CH:12]([OH:15])[CH2:11][CH2:10]2)=[N:7][CH:8]=1)[CH3:2].CC(OI1(OC(C)=O)(OC(C)=O)OC(=O)C2C=CC=CC1=2)=O>ClCCl>[CH2:1]([C:3]1[N:4]=[CH:5][C:6]([N:9]2[CH2:14][CH2:13][C:12](=[O:15])[CH2:11][CH2:10]2)=[N:7][CH:8]=1)[CH3:2]. Procedure details: The title compound is prepared from 1-(5-ethyl-pyrazin-2-yl)-piperidin-4-ol by oxidation with Dess-Martin periodinane in dichloromethane at room temperature. LC (method 7): tR=0.73 min; Mass spectrum (ESI+): m/z=206 [M+H]+. Procedure details: The 5-bromo-2-(trimethylsilyl)thieno[2,3-b]pyridine from Part A (8.99 g, 31.4 mmol) was dissolved in ethanol (70 mL), followed by addition of K2CO3 (10.85 g, 78.5 mmol). Reaction was stirred at 65° C. for 1 hour. The reaction mixture was allowed to cool to 25° C., concentrated to dryness, and dissolved in EtOAc (150 mL). The solution was washed with H2O (80 mL), and brine (150 mL), dried over Na2SO4, filtered, and concentrated to yield white solid, 5-bromothieno[2,3-b]pyridine, 6.57 g (98%). 1H ... Run in C(C)O (ethanol). Reaction SMILES: [Br:1][C:2]1[CH:3]=[C:4]2[CH:10]=[C:9]([Si](C)(C)C)[S:8][C:5]2=[N:6][CH:7]=1.C([O-])([O-])=O.[K+].[K+]>C(O)C>[Br:1][C:2]1[CH:3]=[C:4]2[CH:10]=[CH:9][S:8][C:5]2=[N:6][CH:7]=1 |f:1.2.3|. Reactants: BrC=1C=C2C(=NC1)SC(=C2)[Si](C)(C)C (5-bromo-2-(trimethylsilyl)thieno[2,3-b]pyridine), C(=O)([O-])[O-].[K+].[K+] (K2CO3). Run at temperature 65 celsius, time 1 hour. Yields the product BrC=1C=C2C(=NC1)SC=C2 (5-bromothieno[2,3-b]pyridine). The reactants are C(C)(C)(C)OC(=O)NC1=NC=CC(=C1)C(C(=O)C1=CC=C(C=C1)Cl)=CN(C)C (2-(2-t-butoxycarbonylaminopyridin-4-yl)-1-(4-chlorophenyl)-3-dimethylamino-2-propen-1-one), C(C)(C)(C)OC(=O)NC1=NC=CC(=C1)C(C(=O)C1=CC=C(C=C1)F)=CN(C)C (2-(2-t-butoxycarbonylaminopyridin-4-yl)-3-dimethylamino-1-(4-fluorophenyl)-2-propen-1-one). The product is C(C)(C)(C)OC(=O)NC1=NC=CC(=C1)C=1C(=NNC1)C1=CC=C(C=C1)Cl (4-(2-t-Butoxycarbonylaminopyridin-4-yl)-3-(4-chlorophenyl)-1H-pyrazole). Yield: 97.0%. RXN SMILES: [C:1]([O:5][C:6]([NH:8][C:9]1[CH:14]=[C:13]([C:15](=[CH:25][N:26](C)C)[C:16]([C:18]2[CH:23]=[CH:22][C:21]([Cl:24])=[CH:20][CH:19]=2)=O)[CH:12]=[CH:11][N:10]=1)=[O:7])([CH3:4])([CH3:3])[CH3:2].C(OC([NH:36]C1C=C(C(=CN(C)C)C(C2C=CC(F)=CC=2)=O)C=CN=1)=O)(C)(C)C>>[C:1]([O:5][C:6]([NH:8][C:9]1[CH:14]=[C:13]([C:15]2[C:16]([C:18]3[CH:23]=[CH:22][C:21]([Cl:24])=[CH:20][CH:19]=3)=[N:36][NH:26][CH:25]=2)[CH:12]=[CH:11][N:10]=1)=[O:7])([CH3:4])([CH3:3])[CH3:2]. Procedure details: The reaction was carried out in the same manner as in Example 2-2) except for using 10.1 g (25.0 mmol) of 2-(2-t-butoxycarbonylaminopyridin-4-yl)-1-(4-chlorophenyl)-3-dimethylamino-2-propen-1-one obtained in Example 23-1) in place of 2-(2-t-butoxycarbonylaminopyridin-4-yl)-3-dimethylamino-1-(4-fluorophenyl)-2-propen-1-one to obtain 9.01 g of the title compound as a pale yellowish white powder. (Yield: 97%)